This data is from the Open Reaction Database (ORD), a public repository of structured organic reaction records. The task is: describe an organic reaction: reactants, conditions, products, and yield Starting materials: C(CO)O (ethylene glycol), C(OC)(OC)OC (trimethyl orthoformate), C1(=CC=C(C=C1)S(=O)(=O)O)C (p-toluenesulfonic acid), COC=1C=C(C=O)C=C(C1)OC (3,5 dimethoxy benzaldehyde). Solvent: ClCCl (dichloromethane). Run at temperature 25 celsius. The product is COC=1C=C(C=C(C1)OC)C1OCCO1 (2-(3,5-Dimethoxyphenyl)-[1,3]dioxolane). RXN SMILES: [CH2:1]([OH:4])[CH2:2][OH:3].C(OC)(OC)OC.C1(C)C=CC(S(O)(=O)=O)=CC=1.[CH3:23][O:24][C:25]1[CH:26]=[C:27]([CH:30]=[C:31]([O:33][CH3:34])[CH:32]=1)[CH:28]=O>ClCCl>[CH3:34][O:33][C:31]1[CH:30]=[C:27]([CH:28]2[O:4][CH2:1][CH2:2][O:3]2)[CH:26]=[C:25]([O:24][CH3:23])[CH:32]=1. Procedure details: 4.2 ml of ethylene glycol, 4.1 ml of trimethyl orthoformate and 5 mg of p-toluenesulfonic acid are added to a solution of 5 g of 3,5 dimethoxy benzaldehyde in 100 ml of dichloromethane. It is allowed to stir for 20 more hours at 25° C. Then, it is washed with saturated sodium bicarbonate solution and saturated sodium chloride solution, dried on sodium sulfate, and concentrated by evaporation in a vacuum. The crude product is purified by column chromatography. 5.67 g of product is obtained. Reactants: CC1c2nnc(C(F)(F)F)n2CCCN1C(=O)OC(C)(C)C, Cl, C1COCCO1. The product is CC1NCCCn2c1nnc2C(F)(F)F, Cl. RXN SMILES: [CH3:1][CH:2]1[c:3]2[n:4]([c:16]([C:19]([F:20])([F:21])[F:22])[n:17][n:18]2)[CH2:5][CH2:6][CH2:7][N:8]1[C:9]([O:10][C:11]([CH3:12])([CH3:13])[CH3:14])=[O:15].[ClH:23].[O:24]1[CH2:25][CH2:26][O:27][CH2:28][CH2:29]1>>[CH3:1][CH:2]1[c:3]2[n:4]([c:16]([C:19]([F:20])([F:21])[F:22])[n:17][n:18]2)[CH2:5][CH2:6][CH2:7][NH:8]1.[ClH:23]. The reactants are C(C)(C)(C)O[C@H](C(=O)OC)C1=C2N3CCC(OCCCC[C@@H](OC=4C=C(C=C(C4C4=CC=CC(C5=CN2C(C=C1C)=N5)=C4)F)F)C)(CC3)C (Methyl(2S)-2-(tert-butoxy)-2-[(22S)-16,18-difluoro-4,22,28-trimethyl-21,27-dioxa-1,7,34-triazahexacyclo[26.2.2.16,9.110,14.02,7.015,20]tetratriaconta-2,4,6(34),8,10(33),11,13,15(20),16,18-decaen-3-yl]acetate), C(C)(C)(C)O[C@H](C(=O)O)C1=C2N3CCC(OCCCC[C@@H](OC=4C=CC(=CC4C4=CC=CC(C5=C(N2C(C=C1C)=N5)Cl)=C4)C)C)(CC3)C ((2S)-2-(tert-butoxy)-2-[(22S)-8-chloro-4,17,22,28-tetramethyl-21,27-dioxa-1,7,34-triazahexacyclo[26.2.2.16,9.110,14.02,7.015,20]tetratriaconta-2,4,6(34),8,10(33),11,13,15(20),16,18-decaen-3-yl]acetic acid). Yields the product C(C)(C)(C)O[C@H](C(=O)O)C1=C2N3CCC(OCCCC[C@@H](OC=4C=C(C=C(C4C4=CC=CC(C5=CN2C(C(=C1C)C)=N5)=C4)F)F)C)(CC3)C ((2S)-2-(tert-Butoxy)-2-[(22S)-16,18-difluoro-4,5,22,28-tetramethyl-21,27-dioxa-1,7,34-triazahexacyclo[26.2.2.16,9.110,14.02,7.015,20]tetratriaconta-2,4,6(34),8,10(33),11,13,15(20),16,18-decaen-3-yl]acetic acid). Isolated yield 57.5%. RXN SMILES: [C:1]([O:5][C@@H:6]([C:11]1[C:40]([CH3:41])=[CH:39][C:38]2=[N:42][C:35]3=[CH:36][N:37]2[C:12]=1[N:13]1[CH2:48][CH2:47][C:16]([CH3:49])([O:17][CH2:18][CH2:19][CH2:20][CH2:21][C@H:22]([CH3:46])[O:23][C:24]2[CH:25]=[C:26]([F:45])[CH:27]=[C:28]([F:44])[C:29]=2[C:30]2[CH:43]=[C:34]3[CH:33]=[CH:32][CH:31]=2)[CH2:15][CH2:14]1)[C:7]([O:9]C)=[O:8])([CH3:4])([CH3:3])[CH3:2].[C:50](O[C@@H](C1C(C)=CC2=NC3=C(Cl)N2C=1N1CCC(C)(OCCCC[C@H](C)OC2C=CC(C)=CC=2C2C=C3C=CC=2)CC1)C(O)=O)(C)(C)C>>[C:1]([O:5][C@@H:6]([C:11]1[C:40]([CH3:41])=[C:39]([CH3:50])[C:38]2=[N:42][C:35]3=[CH:36][N:37]2[C:12]=1[N:13]1[CH2:14][CH2:15][C:16]([CH3:49])([O:17][CH2:18][CH2:19][CH2:20][CH2:21][C@H:22]([CH3:46])[O:23][C:24]2[CH:25]=[C:26]([F:45])[CH:27]=[C:28]([F:44])[C:29]=2[C:30]2[CH:43]=[C:34]3[CH:33]=[CH:32][CH:31]=2)[CH2:47][CH2:48]1)[C:7]([OH:9])=[O:8])([CH3:2])([CH3:3])[CH3:4]. Procedure details: Prepared in 57.5% yield from Methyl(2S)-2-(tert-butoxy)-2-[(22S)-16,18-difluoro-4,22,28-trimethyl-21,27-dioxa-1,7,34-triazahexacyclo[26.2.2.16,9.110,14.02,7.015,20]tetratriaconta-2,4,6(34),8,10(33),11,13,15(20),16,18-decaen-3-yl]acetate following the procedure for (2S)-2-(tert-butoxy)-2-[(22S)-8-chloro-4,17,22,28-tetramethyl-21,27-dioxa-1,7,34-triazahexacyclo[26.2.2.16,9.110,14.02,7.015,20]tetratriaconta-2,4,6(34),8,10(33),11,13,15(20),16,18-decaen-3-yl]acetic acid. 1H NMR (500 MHz, DMSO-d6) δ 8...